Dataset: the Open Reaction Database (ORD), a public repository of structured organic reaction records. Task: describe an organic reaction: reactants, conditions, products, and yield The reactants are BrC=1C=NC(=NC1)C(=O)N[C@@H]1CN(CC1)C=1C=2N(C=CN1)C=CC2 ((S)-5-bromo-N-(1-(pyrrolo[1,2-a]pyrazin-1-yl)pyrrolidin-3-yl)pyrimidine-2-carboxamide), CC1(OB(OC1(C)C)C(=C)C)C (4,4,5,5-tetramethyl-2-(prop-1-en-2-yl)-1,3,2-dioxaborolane), C(=O)([O-])[O-].[K+].[K+] (K2CO3). The reagents and catalysts are C1=CC=C(C=C1)P([C-]2C=CC=C2)C3=CC=CC=C3.C1=CC=C(C=C1)P([C-]2C=CC=C2)C3=CC=CC=C3.Cl[Pd]Cl.[Fe+2] (Pd(dppf)Cl2). Run in O (H2O), CN(C)C=O (DMF). Conditions: temperature 120 celsius. Product: C=C(C)C=1C=NC(=NC1)C(=O)N[C@@H]1CN(CC1)C=1C=2N(C=CN1)C=CC2 ((S)-5-(prop-1-en-2-yl)-N-(1-(pyrrolo[1,2-a]pyrazin-1-yl)pyrrolidin-3-yl)pyrimidine-2-carboxamide). Reaction SMILES: Br[C:2]1[CH:3]=[N:4][C:5]([C:8]([NH:10][C@H:11]2[CH2:15][CH2:14][N:13]([C:16]3[C:17]4[N:18]([CH:22]=[CH:23][CH:24]=4)[CH:19]=[CH:20][N:21]=3)[CH2:12]2)=[O:9])=[N:6][CH:7]=1.[CH3:25][C:26]1(C)[C:30](C)(C)OB(C(C)=C)O1.C([O-])([O-])=O.[K+].[K+]>CN(C=O)C.O.C1C=CC(P(C2C=CC=CC=2)[C-]2C=CC=C2)=CC=1.C1C=CC(P(C2C=CC=CC=2)[C-]2C=CC=C2)=CC=1.Cl[Pd]Cl.[Fe+2]>[CH2:25]=[C:26]([C:2]1[CH:3]=[N:4][C:5]([C:8]([NH:10][C@H:11]2[CH2:15][CH2:14][N:13]([C:16]3[C:17]4[N:18]([CH:22]=[CH:23][CH:24]=4)[CH:19]=[CH:20][N:21]=3)[CH2:12]2)=[O:9])=[N:6][CH:7]=1)[CH3:30] |f:2.3.4,7.8.9.10|. Procedure: To a solution of (S)-5-bromo-N-(1-(pyrrolo[1,2-a]pyrazin-1-yl)pyrrolidin-3-yl)pyrimidine-2-carboxamide (0.075 g, 0.19 mmol, 1 eq) in 1.8 mL of DMF was added 4,4,5,5-tetramethyl-2-(prop-1-en-2-yl)-1,3,2-dioxaborolane (0.10 g, 0.6 mmol, 3 eq), followed by K2CO3 (0.14 g, 0.99 mmol, 5 eq) in 0.2 mL of H2O and Pd(dppf)Cl2 (0.02 g, 0.02 mmol, 0.1 eq). After heating for 2 h at 120° C. the mixture was filtered, concentrated and carried forward to the next step.